The task is: describe an organic reaction: reactants, conditions, products, and yield. This data is from the Open Reaction Database (ORD), a public repository of structured organic reaction records. Reactants: C1=CC=CC2=C1CCCCC2C(=O)O (6,7,8,9-tetrahydro-5H-benzocycloheptene-5-carboxylic acid), CN(C1=CC=C(C=C1)CNC1=CC=C(C=C1)CC)C ([(4-dimethylaminophenyl)methyl](4-ethylphenyl)amine). Yields the product CN(C1=CC=C(C=C1)CN(C(=O)C1CCCCC2=C1C=CC=C2)C2=CC=C(C=C2)CC)C (N-[(4-dimethylaminophenyl)methyl]-N-(4-ethylphenyl)-6,7,8,9-tetrahydro-5H-benzocycloheptene-5-carboxamide). The yield is 19.9%. Reaction SMILES: [CH:1]1[C:6]2[CH2:7][CH2:8][CH2:9][CH2:10][CH:11]([C:12]([OH:14])=O)[C:5]=2[CH:4]=[CH:3][CH:2]=1.[CH3:15][N:16]([CH3:33])[C:17]1[CH:22]=[CH:21][C:20]([CH2:23][NH:24][C:25]2[CH:30]=[CH:29][C:28]([CH2:31][CH3:32])=[CH:27][CH:26]=2)=[CH:19][CH:18]=1>>[CH3:15][N:16]([CH3:33])[C:17]1[CH:18]=[CH:19][C:20]([CH2:23][N:24]([C:25]2[CH:30]=[CH:29][C:28]([CH2:31][CH3:32])=[CH:27][CH:26]=2)[C:12]([CH:11]2[C:5]3[CH:4]=[CH:3][CH:2]=[CH:1][C:6]=3[CH2:7][CH2:8][CH2:9][CH2:10]2)=[O:14])=[CH:21][CH:22]=1. Procedure details: By the reaction and treatment in the same manner as in Example 1 using 6,7,8,9-tetrahydro-5H-benzocycloheptene-5-carboxylic acid (0.54 g) and [(4-dimethylaminophenyl)methyl](4-ethylphenyl)amine (0.6 g) as starting materials, N-[(4-dimethylaminophenyl)methyl]-N-(4-ethylphenyl)-6,7,8,9-tetrahydro-5H-benzocycloheptene-5-carboxamide (0.2 g) was obtained. Starting materials: ClCCl, CC(C)(C)OC(=O)NC1CN(C(=O)c2ccc(F)c(F)c2Nc2ccc(I)cc2F)C1, O=C(O)C(F)(F)F. The product is NC1CN(C(=O)c2ccc(F)c(F)c2Nc2ccc(I)cc2F)C1. RXN SMILES: [Cl:39][CH2:40][Cl:41].[F:1][c:2]1[c:3]([NH:23][c:24]2[c:25]([F:31])[cH:26][c:27]([I:30])[cH:28][cH:29]2)[c:4]([C:9](=[O:10])[N:11]2[CH2:12][CH:13]([NH:15][C:16](=[O:17])[O:18][C:19]([CH3:20])([CH3:21])[CH3:22])[CH2:14]2)[cH:5][cH:6][c:7]1[F:8].[OH:32][C:33]([C:34]([F:35])([F:36])[F:37])=[O:38]>>[F:1][c:2]1[c:3]([NH:23][c:24]2[c:25]([F:31])[cH:26][c:27]([I:30])[cH:28][cH:29]2)[c:4]([C:9](=[O:10])[N:11]2[CH2:12][CH:13]([NH2:15])[CH2:14]2)[cH:5][cH:6][c:7]1[F:8]. Reactants: COc1ccc2cnccc2c1, Cl, [NH4+], [OH-], O, c1ccncc1. Yields the product Oc1ccc2cnccc2c1. As a reaction SMILES: [CH3:1][O:2][c:3]1[cH:4][c:5]2[cH:6][cH:7][n:8][cH:9][c:10]2[cH:11][cH:12]1.[ClH:13].[NH4+:20].[OH-:21].[OH2:22].[n:14]1[cH:15][cH:16][cH:17][cH:18][cH:19]1>>[OH:2][c:3]1[cH:4][c:5]2[cH:6][cH:7][n:8][cH:9][c:10]2[cH:11][cH:12]1. The reactants are FC1=CC=C2C(=NN(C2=C1)C)C1CCN(CC1)CCCO (4-(6-fluoro-1-methyl-I H-indazol-3-yl)-1-(3-hydroxypropyl)piperidine), N1(CCCC2=CC=CC=C12)C(=O)Cl (1,2,3,4-tetrahydroquinolin-1-carbonyl chloride), N-butyl lithium, CCCCCC (hexane). The product is Cl.FC1=CC=C2C(=NN(C2=C1)C)C1CCN(CC1)CCCOC(=O)N1CCCC2=CC=CC=C12 (4-(6-fluoro-1-methyl-1H-indazol-3-yl)-1-(3-((1,2,3,4-tetrahydroquinolin-1-yl) carbonyloxy)-propyl)piperidine, hydrochloride). The yield is 8.6%. As a reaction SMILES: [F:1][C:2]1[CH:10]=[C:9]2[C:5]([C:6]([CH:12]3[CH2:17][CH2:16][N:15]([CH2:18][CH2:19][CH2:20][OH:21])[CH2:14][CH2:13]3)=[N:7][N:8]2[CH3:11])=[CH:4][CH:3]=1.CCCCCC.[N:28]1([C:38]([Cl:40])=[O:39])[C:37]2[C:32](=[CH:33][CH:34]=[CH:35][CH:36]=2)[CH2:31][CH2:30][CH2:29]1>>[ClH:40].[F:1][C:2]1[CH:10]=[C:9]2[C:5]([C:6]([CH:12]3[CH2:17][CH2:16][N:15]([CH2:18][CH2:19][CH2:20][O:21][C:38]([N:28]4[C:37]5[C:32](=[CH:33][CH:34]=[CH:35][CH:36]=5)[CH2:31][CH2:30][CH2:29]4)=[O:39])[CH2:14][CH2:13]3)=[N:7][N:8]2[CH3:11])=[CH:4][CH:3]=1 |f:3.4|. Procedure details: Starting from 4-(6-fluoro-1-methyl-I H-indazol-3-yl)-1-(3-hydroxypropyl)piperidine (370 mg; 1.2 mmol), 3M N-butyl lithium in hexane (0.7 ml; 2.1 mmol) and 1,2,3,4-tetrahydroquinolin-1-carbonyl chloride (300 mg; 1.5 mmol) using the procedure described in example 7 was prepared 50 mg (9%) of the title compound. The reactants are CCC1CC(Oc2cnc(C#N)cn2)CC1c1nnc2cnc3c(ccn3COCC[Si](C)(C)C)n12, ClCCl, O=C(O)C(F)(F)F, [NH4+], [OH-], O. The product is CCC1CC(Oc2cnc(C#N)cn2)CC1c1nnc2cnc3[nH]ccc3n12. RXN SMILES: [CH2:1]([CH3:2])[CH:3]1[CH2:4][CH:5]([O:28][c:29]2[n:30][cH:31][c:32]([C:35]#[N:36])[n:33][cH:34]2)[CH2:6][CH:7]1[c:8]1[n:9][n:10][c:11]2[n:12]1[c:13]1[c:14]([n:15][cH:16]2)[n:17]([CH2:20][O:21][CH2:22][CH2:23][Si:24]([CH3:25])([CH3:26])[CH3:27])[cH:18][cH:19]1.[Cl:47][CH2:48][Cl:49].[F:37][C:38]([F:39])([F:40])[C:41]([OH:42])=[O:43].[NH4+:44].[OH-:45].[OH2:46]>>[CH2:1]([CH3:2])[CH:3]1[CH2:4][CH:5]([O:28][c:29]2[n:30][cH:31][c:32]([C:35]#[N:36])[n:33][cH:34]2)[CH2:6][CH:7]1[c:8]1[n:9][n:10][c:11]2[n:12]1[c:13]1[c:14]([n:15][cH:16]2)[nH:17][cH:18][cH:19]1. Reactants: CCCc1cnc(N)o1, [Cl-], O=C(O)C(c1ccccc1)c1ccccc1. The product is CCCc1cnc(NC(=O)C(c2ccccc2)c2ccccc2)o1. Reaction SMILES: [CH2:1]([CH2:2][CH3:3])[c:4]1[cH:5][n:6][c:7]([NH2:9])[o:8]1.[Cl-:10].[c:11]1([CH:17]([C:18](=[O:19])[OH:20])[c:21]2[cH:22][cH:23][cH:24][cH:25][cH:26]2)[cH:12][cH:13][cH:14][cH:15][cH:16]1>>[CH2:1]([CH2:2][CH3:3])[c:4]1[cH:5][n:6][c:7]([NH:9][C:18]([CH:17]([c:11]2[cH:12][cH:13][cH:14][cH:15][cH:16]2)[c:21]2[cH:22][cH:23][cH:24][cH:25][cH:26]2)=[O:19])[o:8]1. Reactants: CCC(=O)O, O=[N+]([O-])O, O=c1cc[nH]c2sccc12. Product: O=c1c([N+](=O)[O-])c[nH]c2sccc12. Reaction SMILES: [CH3:15][CH2:16][C:17](=[O:18])[OH:19].[OH:11][N+:12]([O-:13])=[O:14].[s:1]1[cH:2][cH:3][c:4]2[c:5]1[nH:6][cH:7][cH:8][c:9]2=[O:10]>>[s:1]1[cH:2][cH:3][c:4]2[c:5]1[nH:6][cH:7][c:8]([N+:12](=[O:11])[O-:13])[c:9]2=[O:10]. The reactants are CCOC(=O)C(=O)c1ccc(O)cc1, CN(C)C=O, O=C(CCl)C1CCCCCCC1, [H-], [Na+]. Product: CCOC(=O)C(=O)c1ccc(OCC(=O)C2CCCCCCC2)cc1. Reaction SMILES: [CH2:3]([CH3:4])[O:5][C:6]([C:7]([c:8]1[cH:9][cH:10][c:11]([OH:14])[cH:12][cH:13]1)=[O:15])=[O:16].[CH3:29][N:30]([CH3:31])[CH:32]=[O:33].[Cl:17][CH2:18][C:19](=[O:20])[CH:21]1[CH2:22][CH2:23][CH2:24][CH2:25][CH2:26][CH2:27][CH2:28]1.[H-:1].[Na+:2]>>[CH2:3]([CH3:4])[O:5][C:6]([C:7]([c:8]1[cH:9][cH:10][c:11]([O:14][CH2:18][C:19](=[O:20])[CH:21]2[CH2:22][CH2:23][CH2:24][CH2:25][CH2:26][CH2:27][CH2:28]2)[cH:12][cH:13]1)=[O:15])=[O:16].